Task: describe an organic reaction: reactants, conditions, products, and yield. Dataset: the Open Reaction Database (ORD), a public repository of structured organic reaction records Reactants: CCOC(C)=O, CC(C)(C)OC(=O)Nc1cc(-c2ccc(C=O)cc2)ccn1, Cl. Yields the product Nc1cc(-c2ccc(C=O)cc2)ccn1. As a reaction SMILES: [CH3:24][CH2:25][O:26][C:27]([CH3:28])=[O:29].[CH:2](=[O:3])[c:4]1[cH:5][cH:6][c:7](-[c:10]2[cH:11][c:12]([NH:16][C:17](=[O:18])[O:19][C:20]([CH3:21])([CH3:22])[CH3:23])[n:13][cH:14][cH:15]2)[cH:8][cH:9]1.[ClH:1]>>[CH:2](=[O:3])[c:4]1[cH:5][cH:6][c:7](-[c:10]2[cH:11][c:12]([NH2:16])[n:13][cH:14][cH:15]2)[cH:8][cH:9]1.